Dataset: the Open Reaction Database (ORD), a public repository of structured organic reaction records. Task: describe an organic reaction: reactants, conditions, products, and yield Starting materials: O1CCN(CC1)C1=CC=C(C=C1)NC=C1C(NC2=CC=CC=C12)=O (3-[(4-morpholinophenylamino)-methylene]-1,3-dihydro-indol-2-one), C=O (paraformaldehyde), N1CCOCC1 (morpholine). The solvent is CCO (EtOH). Yields the product N1(CCOCC1)CN1C(C(C2=CC=CC=C12)=CNC1=CC=C(C=C1)N1CCOCC1)=O (1-Morpholin-4-ylmethyl-3-[(4-morpholin-4-yl-phenylamino)-methylene]-1,3-dihydro-indol-2-one). Isolated yield 82.7%. Reaction SMILES: [O:1]1[CH2:6][CH2:5][N:4]([C:7]2[CH:12]=[CH:11][C:10]([NH:13][CH:14]=[C:15]3[C:23]4[C:18](=[CH:19][CH:20]=[CH:21][CH:22]=4)[NH:17][C:16]3=[O:24])=[CH:9][CH:8]=2)[CH2:3][CH2:2]1.[CH2:25]=O.[NH:27]1[CH2:32][CH2:31][O:30][CH2:29][CH2:28]1>CCO>[N:27]1([CH2:25][N:17]2[C:18]3[C:23](=[CH:22][CH:21]=[CH:20][CH:19]=3)[C:15](=[CH:14][NH:13][C:10]3[CH:11]=[CH:12][C:7]([N:4]4[CH2:5][CH2:6][O:1][CH2:2][CH2:3]4)=[CH:8][CH:9]=3)[C:16]2=[O:24])[CH2:32][CH2:31][O:30][CH2:29][CH2:28]1. Reported procedure: A solution of 3-[(4-morpholinophenylamino)-methylene]-1,3-dihydro-indol-2-one (0.71 g, 2.21 mmol) and paraformaldehyde (0.10 g, 3.33 mmol.) in 8 mL of EtOH was treated with morpholine (213 μL, 2.44 mmol). The reaction mixture was then heated at a reflux temperature overnight during which time a yellow precipitate formed. The reaction mixture was allowed to cool to room temperature and the solid was collected by filtration and washed with EtOH and dried under vacuum to give the title compound (0.... The reactants are C(C=1C(N)=CC=CC1)(=O)OC (methyl anthranilate), C(CCC)N=C=S (n-butyl isothiocyanate), O (water). Run in CN(C=O)C (dimethylformamide). Run at time 8 hour. Product: C(CCC)N1C(=NC2=CC=CC=C2C1=O)S (3-n-Butyl-2-mercapto-4(3H)-quinazolinone). As a reaction SMILES: [C:1]([O:10]C)(=O)[C:2]1[C:3](=[CH:5][CH:6]=[CH:7][CH:8]=1)[NH2:4].[CH2:12]([N:16]=[C:17]=[S:18])[CH2:13][CH2:14][CH3:15].O>CN(C)C=O>[CH2:12]([N:16]1[C:1](=[O:10])[C:2]2[C:3](=[CH:5][CH:6]=[CH:7][CH:8]=2)[N:4]=[C:17]1[SH:18])[CH2:13][CH2:14][CH3:15]. Procedure: A stirred mixture of 7.6 g (0.05 mole) methyl anthranilate and 5.8 g (0.05 mole) n-butyl isothiocyanate in 45 ml dimethylformamide was heated at reflux for 11/2 hours, stirred overnight, then heated for 6 hours and then stirred at ambient temperature over the weekend. The reaction mixture was poured into 200 ml water (at 20° C.) to give a precipitate. The mixture was chilled and then filtered. The precipitate was washed three times with water; the filtrate was set aside. A small amount of ethano...